This data is from the Open Reaction Database (ORD), a public repository of structured organic reaction records. The task is: describe an organic reaction: reactants, conditions, products, and yield Starting materials: CN(C)C=O, Fc1ccc(CCl)nc1, O=Cc1ccc(O)cc1F, [H-], [Na+], O. The product is O=Cc1ccc(OCc2ccc(F)cn2)cc1F. RXN SMILES: [CH3:1][N:2]([CH3:3])[CH:4]=[O:5].[Cl:18][CH2:19][c:20]1[n:21][cH:22][c:23]([F:26])[cH:24][cH:25]1.[F:6][c:7]1[c:8]([CH:9]=[O:10])[cH:11][cH:12][c:13]([OH:15])[cH:14]1.[H-:16].[Na+:17].[OH2:27]>>[F:6][c:7]1[c:8]([CH:9]=[O:10])[cH:11][cH:12][c:13]([O:15][CH2:19][c:20]2[n:21][cH:22][c:23]([F:26])[cH:24][cH:25]2)[cH:14]1.